From a dataset of the Open Reaction Database (ORD), a public repository of structured organic reaction records. describe an organic reaction: reactants, conditions, products, and yield Starting materials: ClC1=CC=C(C(=O)C#N)C=C1 (p-chlorobenzoylcyanide), CN1C(=CC(=C1)C)CC(=O)OCC (ethyl 1,4-dimethylpyrrole-2-acetate), C(C(=O)O)(=O)O (oxalic acid). Solvent: CCOCC (ether), C(Cl)Cl (CH2Cl2). The product is ClC1=CC=C(C(=O)C2=C(C=C(N2C)CC(=O)OCC)C)C=C1 (ethyl 5-(4-chlorobenzoyl)-1,4-dimethylpyrrole-2-acetate). The yield is 32.5%. Reaction SMILES: [Cl:1][C:2]1[CH:11]=[CH:10][C:5]([C:6](C#N)=[O:7])=[CH:4][CH:3]=1.[CH3:12][N:13]1[CH:17]=[C:16]([CH3:18])[CH:15]=[C:14]1[CH2:19][C:20]([O:22][CH2:23][CH3:24])=[O:21].C(O)(=O)C(O)=O>CCOCC.C(Cl)Cl>[Cl:1][C:2]1[CH:11]=[CH:10][C:5]([C:6]([C:17]2[N:13]([CH3:12])[C:14]([CH2:19][C:20]([O:22][CH2:23][CH3:24])=[O:21])=[CH:15][C:16]=2[CH3:18])=[O:7])=[CH:4][CH:3]=1. Reported procedure: A solution of 1.65 g (0.01 mole) of p-chlorobenzoylcyanide, 1.81 g (0.01 mole) of ethyl 1,4-dimethylpyrrole-2-acetate and 0.08 g of anhydrous oxalic acid in 4 ml of ether was stored in the dark under nitrogen for four days. The solution was diluted with CH2Cl2. The organic solution was washed with 10 percent NaOH solution, dried (MgSO4), and the solvent evaporated in vacuo. The residue was recrystallized from 1,1,1-trichloroethane to give 1.04 g of ethyl 5-(4-chlorobenzoyl)-1,4-dimethylpyrrole-2... The reactants are CCCCCCCCCCCC[As](=O)(CCCCCCCCCCCC)CCCCCCCCCCCC, C=CCCCCCC, OO. Product: CCCCCCC1CO1. RXN SMILES: [CH2:11]([As:12]([CH2:13][CH2:14][CH2:15][CH2:16][CH2:17][CH2:18][CH2:19][CH2:20][CH2:21][CH2:22][CH2:23][CH3:24])([CH2:25][CH2:26][CH2:27][CH2:28][CH2:29][CH2:30][CH2:31][CH2:32][CH2:33][CH2:34][CH2:35][CH3:36])=[O:48])[CH2:37][CH2:38][CH2:39][CH2:40][CH2:41][CH2:42][CH2:43][CH2:44][CH2:45][CH2:46][CH3:47].[CH2:1]=[CH:2][CH2:3][CH2:4][CH2:5][CH2:6][CH2:7][CH3:8].[OH:9][OH:10]>>[CH2:1]1[CH:2]([CH2:3][CH2:4][CH2:5][CH2:6][CH2:7][CH3:8])[O:48]1. The reactants are COc1cc(N2CCN(S(C)(=O)=O)CC2)c(C)cc1N, CO, COc1ccc(-c2nc3ccccn3c2-c2ccnc(Cl)n2)cc1C(=O)Nc1c(F)cccc1F, ClCCl, OC(F)(F)CF, N, Cc1ccc(S(=O)(=O)O)cc1. Yields the product COc1cc(N2CCN(S(C)(=O)=O)CC2)c(C)cc1Nc1nccc(-c2c(-c3ccc(OC)c(C(=O)Nc4c(F)cccc4F)c3)nc3ccccn23)n1. As a reaction SMILES: [CH3:36][c:37]1[c:38]([N:46]2[CH2:47][CH2:48][N:49]([S:52](=[O:53])(=[O:54])[CH3:55])[CH2:50][CH2:51]2)[cH:39][c:40]([O:44][CH3:45])[c:41]([NH2:42])[cH:43]1.[CH3:74][OH:75].[Cl:1][c:2]1[n:3][cH:4][cH:5][c:6](-[c:8]2[c:9](-[c:17]3[cH:18][cH:19][c:20]([O:34][CH3:35])[c:21]([C:22](=[O:23])[NH:24][c:25]4[c:26]([F:32])[cH:27][cH:28][cH:29][c:30]4[F:31])[cH:33]3)[n:10][c:11]3[n:12]2[cH:13][cH:14][cH:15][cH:16]3)[n:7]1.[Cl:76][CH2:77][Cl:78].[F:67][CH2:68][C:69]([F:70])([F:71])[OH:72].[NH3:73].[c:56]1([CH3:57])[cH:58][cH:59][c:60]([S:61]([OH:62])(=[O:63])=[O:64])[cH:65][cH:66]1>>[c:2]1([NH:42][c:41]2[c:40]([O:44][CH3:45])[cH:39][c:38]([N:46]3[CH2:47][CH2:48][N:49]([S:52](=[O:53])(=[O:54])[CH3:55])[CH2:50][CH2:51]3)[c:37]([CH3:36])[cH:43]2)[n:3][cH:4][cH:5][c:6](-[c:8]2[c:9](-[c:17]3[cH:18][cH:19][c:20]([O:34][CH3:35])[c:21]([C:22](=[O:23])[NH:24][c:25]4[c:26]([F:32])[cH:27][cH:28][cH:29][c:30]4[F:31])[cH:33]3)[n:10][c:11]3[n:12]2[cH:13][cH:14][cH:15][cH:16]3)[n:7]1. The reactants are [OH-].[Na+] (Sodium hydroxide), N1[C@H](C(=O)O)CCC1 (L-proline), IC=1C=C(C2=C(CC(O2)(C)C)C1)C(=O)OCC (ethyl 5-iodo-2,2-dimethyl-2,3-dihydrobenzofuran-7-carboxylate), CS(=O)[O-] (methane sulfinate). Reagents/catalysts: [Cu]I (copper (I) iodide). The solvent is O (Water), CS(=O)C (DMSO). Run at time 30 minute. Yields the product CC1(OC2=C(C1)C=C(C=C2C(=O)OCC)S(=O)(=O)C)C (ethyl 2,2-dimethyl-5-(methylsulfonyl)-2,3-dihydrobenzofuran-7-carboxylate). Yield: 43.5%. Reaction SMILES: [OH-].[Na+].N1CCC[C@H]1C(O)=O.I[C:12]1[CH:13]=[C:14]([C:23]([O:25][CH2:26][CH3:27])=[O:24])[C:15]2[O:19][C:18]([CH3:21])([CH3:20])[CH2:17][C:16]=2[CH:22]=1.[CH3:28][S:29]([O-:31])=[O:30]>CS(C)=O.[Cu]I.O>[CH3:20][C:18]1([CH3:21])[CH2:17][C:16]2[CH:22]=[C:12]([S:29]([CH3:28])(=[O:31])=[O:30])[CH:13]=[C:14]([C:23]([O:25][CH2:26][CH3:27])=[O:24])[C:15]=2[O:19]1 |f:0.1|. Procedure details: Sodium hydroxide (11.5 mg, 0.288 mmol) was added to a solution of L-proline (33.1 mg, 0.288 mmol) in DMSO (3 mL) and stirred for 30 minutes. To this solution was added ethyl 5-iodo-2,2-dimethyl-2,3-dihydrobenzofuran-7-carboxylate (829) (500 mg, 1.44 mmol), methane sulfinate (176.6 mg, 1.73 mmol), and copper (I) iodide (27.4 mg, 0.144 mmol) and the reaction was stirred for 18 hours at 80° C. Water (20 mL) was added and extracted with ethyl acetate (3×30 mL). The combined organic layers were dried...